This data is from the Open Reaction Database (ORD), a public repository of structured organic reaction records. The task is: describe an organic reaction: reactants, conditions, products, and yield Reactants: [BH4-], O=C(CCNc1cccc(Br)c1)c1ccccc1Cl, C1CCOC1, CO, [Na+]. Yields the product OC(CCNc1cccc(Br)c1)c1ccccc1Cl. RXN SMILES: [BH4-:20].[Br:1][c:2]1[cH:3][c:4]([NH:8][CH2:9][CH2:10][C:11](=[O:12])[c:13]2[c:14]([Cl:19])[cH:15][cH:16][cH:17][cH:18]2)[cH:5][cH:6][cH:7]1.[CH2:22]1[O:23][CH2:24][CH2:25][CH2:26]1.[CH3:27][OH:28].[Na+:21]>>[Br:1][c:2]1[cH:3][c:4]([NH:8][CH2:9][CH2:10][CH:11]([OH:12])[c:13]2[c:14]([Cl:19])[cH:15][cH:16][cH:17][cH:18]2)[cH:5][cH:6][cH:7]1.